From a dataset of the Open Reaction Database (ORD), a public repository of structured organic reaction records. describe an organic reaction: reactants, conditions, products, and yield Reactants: C(C)OC1CCC(N1)=O (5-ethoxy-pyrrolidin-2-one), CC(CCO)C (3-methyl-butanol). The product is CC(CCOC1CCC(N1)=O)C (5-(3-methylbutoxy)-pyrrolidin-2-one). Reaction SMILES: [CH2:1]([O:3][CH:4]1[NH:8][C:7](=[O:9])[CH2:6][CH2:5]1)[CH3:2].[CH3:10][CH:11](C)[CH2:12]CO>>[CH3:10][CH:11]([CH3:12])[CH2:2][CH2:1][O:3][CH:4]1[NH:8][C:7](=[O:9])[CH2:6][CH2:5]1. Procedure: 5.5 g of 5-ethoxy-pyrrolidin-2-one, 30 cm3 of 3-methyl-butanol and 2.75 g of Amberlite-15 resin are agitated for 5 hours at ambient temperature. After leaving in the refrigerator for 18 hours, there is obtained, after filtering, 4.1 g of the expected product. m.p. 73°-75° C.